Dataset: the Open Reaction Database (ORD), a public repository of structured organic reaction records. Task: describe an organic reaction: reactants, conditions, products, and yield Reactants: ClC1=C(C=NC2=C(C=CC=C12)OC)C(=O)OCC (ethyl 4-chloro-8-methoxy-3-quinolinecarboxylate), NC=1C(=CC=CC1)C (o-toluidine). Solvent: O1CCCC1 (tetrahydrofuran), O1CCCC1 (tetrahydrofuran). Run at temperature 60 celsius, time 18 hour. The product is Cl.COC=1C=CC=C2C(=C(C=NC12)C(=O)OCC)NC1=C(C=CC=C1)C (Ethyl 8-Methoxy-4-[(2-methylphenyl)amino]-3-quinolinecarboxylate Hydrochloride). Reaction SMILES: [Cl:1][C:2]1[C:11]2[C:6](=[C:7]([O:12][CH3:13])[CH:8]=[CH:9][CH:10]=2)[N:5]=[CH:4][C:3]=1[C:14]([O:16][CH2:17][CH3:18])=[O:15].[NH2:19][C:20]1[C:21]([CH3:26])=[CH:22][CH:23]=[CH:24][CH:25]=1>O1CCCC1>[ClH:1].[CH3:13][O:12][C:7]1[CH:8]=[CH:9][CH:10]=[C:11]2[C:6]=1[N:5]=[CH:4][C:3]([C:14]([O:16][CH2:17][CH3:18])=[O:15])=[C:2]2[NH:19][C:20]1[CH:25]=[CH:24][CH:23]=[CH:22][C:21]=1[CH3:26] |f:3.4|. Procedure details: To a solution of 5.31 g (19.98 mmoles) of ethyl 4-chloro-8-methoxy-3-quinolinecarboxylate dissolved in 40 ml of tetrahydrofuran was added 2.15 g (20.06 mmoles) of o-toluidine dissolved in 40 ml of tetrahydrofuran. The solution was stirred with exclusion of moisture at 60° C. for 18 hours. The yellow solid precipitate was filtered and washed with isopropyl ether; yield 7.13 g (95.7%). The product was recrystallized three times from methylene chloride: ethyl acetate, m.p. 191°-193.5° C. The reactants are Cc1ccccc1C=C1c2ccccc2CCc2ccccc21, CCOC(C)=O, CCO, [H][H]. Yields the product Cc1ccccc1CC1c2ccccc2CCc2ccccc21. Reaction SMILES: [CH3:1][c:2]1[c:3]([CH:4]=[C:5]2[c:6]3[c:7]([cH:16][cH:17][cH:18][cH:19]3)[CH2:8][CH2:9][c:10]3[c:11]2[cH:12][cH:13][cH:14][cH:15]3)[cH:20][cH:21][cH:22][cH:23]1.[CH3:24][CH2:25][O:26][C:27](=[O:28])[CH3:29].[CH3:32][CH2:33][OH:34].[H:30][H:31]>>[CH3:1][c:2]1[c:3]([CH2:4][CH:5]2[c:6]3[c:7]([cH:16][cH:17][cH:18][cH:19]3)[CH2:8][CH2:9][c:10]3[c:11]2[cH:12][cH:13][cH:14][cH:15]3)[cH:20][cH:21][cH:22][cH:23]1. Starting materials: BrC=1C=C2C=3CCCC(C3NC2=CC1)N[C@H](C)C1=CC=CC=C1 (6-bromo-N-[(1R)-1-phenylethyl]-2,3,4,9-tetrahydro-1H-carbazol-1-amine), C(C)NCC (diethyl amine), Cl (HCl). Solvent: CO (MeOH), CO (methanol). The product is Cl.BrC=1C=C2C=3CCC[C@H](C3NC2=CC1)N[C@H](C)C1=CC=CC=C1 ((1R)-6-Bromo-N-[(1R)-1-phenylethyl]-2,3,4,9-tetrahydro-1H-carbazol-1-amine hydrochloride salt). RXN SMILES: [Br:1][C:2]1[CH:3]=[C:4]2[C:12](=[CH:13][CH:14]=1)[NH:11][C:10]1[CH:9]([NH:15][C@@H:16]([C:18]3[CH:23]=[CH:22][CH:21]=[CH:20][CH:19]=3)[CH3:17])[CH2:8][CH2:7][CH2:6][C:5]2=1.C(NCC)C.[ClH:29]>CO>[ClH:29].[Br:1][C:2]1[CH:3]=[C:4]2[C:12](=[CH:13][CH:14]=1)[NH:11][C:10]1[C@H:9]([NH:15][C@@H:16]([C:18]3[CH:23]=[CH:22][CH:21]=[CH:20][CH:19]=3)[CH3:17])[CH2:8][CH2:7][CH2:6][C:5]2=1 |f:4.5|. Reported procedure: (1R)-6-Bromo-N-[(1R)-1-phenylethyl]-2,3,4,9-tetrahydro-1H-carbazol-1-amine hydrochloride salt was prepared by separation of diastereomeric 6-bromo-N-[(1R)-1-phenylethyl]-2,3,4,9-tetrahydro-1H-carbazol-1-amine by SFC (Berger Amino, Chiral Technologies, 10% methanol, (2% diethyl amine/10% chloroform) 1500 psi, 50° C., 2 mL/min, retention time: 17.5 min.) The oil obtained was converted to the HCl salt to give a white solid. [α]25=160 (c 0.20, MeOH); 1H-NMR (DMSO-d6): δ 11.6 (s, 1H), 9.85 (s, 1H), 9...